From a dataset of the Open Reaction Database (ORD), a public repository of structured organic reaction records. describe an organic reaction: reactants, conditions, products, and yield Starting materials: BrC=1C(=NC(=NC1S(=O)C)N)C=1OC=CC1 (5-bromo-4-furan-2-yl-6-methanesulfinyl-pyrimidin-2-yl-amine), M{79Br} H+, CN (methylamine), M{81Br} H+. Solvent: C(C)O (ethanol). Product: BrC=1C(=NC(=NC1C=1OC=CC1)N)NC (5-Bromo-6-furan-2-yl-N4-methyl-pyrimidine-2,4-diamine). Reaction SMILES: [Br:1][C:2]1[C:3]([C:12]2[O:13][CH:14]=[CH:15][CH:16]=2)=[N:4][C:5]([NH2:11])=[N:6][C:7]=1S(C)=O.[CH3:17][NH2:18]>C(O)C>[Br:1][C:2]1[C:7]([NH:18][CH3:17])=[N:6][C:5]([NH2:11])=[N:4][C:3]=1[C:12]1[O:13][CH:14]=[CH:15][CH:16]=1. Procedure: From 5-bromo-4-furan-2-yl-6-methanesulfinyl-pyrimidin-2-yl-amine and methylamine in ethanol. ES-MS m/e (°/o): 271 (M{81Br}+H+, 95), 269 (M{79Br}+H+, 100). The reactants are CCCCCC, C=CC(CCC)c1cc(C(C)(C)CC(C)(C)C)cc(-n2nc3ccccc3n2)c1O. The product is CCCC(CC)c1cc(C(C)(C)CC(C)(C)C)cc(-n2nc3ccccc3n2)c1O. Reaction SMILES: [CH3:31][CH2:32][CH2:33][CH2:34][CH2:35][CH3:36].[n:1]1[n:2](-[c:10]2[c:11]([OH:30])[c:12]([CH:24]([CH:25]=[CH2:26])[CH2:27][CH2:28][CH3:29])[cH:13][c:14]([C:16]([CH2:17][C:18]([CH3:19])([CH3:20])[CH3:21])([CH3:22])[CH3:23])[cH:15]2)[n:3][c:4]2[c:5]1[cH:6][cH:7][cH:8][cH:9]2>>[n:1]1[n:2](-[c:10]2[c:11]([OH:30])[c:12]([CH:24]([CH2:25][CH3:26])[CH2:27][CH2:28][CH3:29])[cH:13][c:14]([C:16]([CH2:17][C:18]([CH3:19])([CH3:20])[CH3:21])([CH3:22])[CH3:23])[cH:15]2)[n:3][c:4]2[c:5]1[cH:6][cH:7][cH:8][cH:9]2. Reactants: BrC1(C(NC2=CC=C(C=C12)Br)=O)Br (3,3,5-tribromooxindole), [Cl-].[NH4+] (ammonium chloride). Reagents/catalysts: [Zn] (zinc). Solvent: C1CCOC1 (THF). Run at time 20 minute. Yields the product BrC=1C=C2CC(NC2=NC1)=O (5-bromo-7-azaoxindole). Reaction SMILES: Br[C:2]1(Br)[C:10]2[C:5](=C[CH:7]=[C:8]([Br:11])[CH:9]=2)[NH:4][C:3]1=[O:12].[Cl-].[NH4+:15]>C1COCC1.[Zn]>[Br:11][C:8]1[CH:9]=[C:10]2[C:5](=[N:15][CH:7]=1)[NH:4][C:3](=[O:12])[CH2:2]2 |f:1.2|. Procedure details: A solution of 3,3,5-tribromooxindole (5.0 g, 13.4 mmol) in fresh THF (100 mL) is stirred at room temperature and a saturated aqueous solution of ammonium chloride (100 mL) is added. The flask is placed in a water bath and activated zinc dust (15.0 g, 230 mmol) is added. The mixture is stirred for 20 min and the zinc is removed by filtration through a pad of diatomaceous earth. The organic layer is separated and the aqueous layer is extracted with THF (20 mL). The combined organic layers were was... The reactants are OC1=C2CCCC(C2=CC=C1)CO ((5-hydroxy-1,2,3,4-tetrahydro-1-naphthyl)methanol), BrCC(=O)OCC (ethyl bromoacetate), [I-].[K+] (potassium iodide), C([O-])([O-])=O.[K+].[K+] (potassium carbonate). Solvent: C(C)#N (acetonitrile). Yields the product C(C)OC(=O)COC1=C2CCCC(C2=CC=C1)CO ((5-ethoxycarbonylmethoxy-1,2,3,4-tetrahydro-1-naphthyl)methanol). As a reaction SMILES: [OH:1][C:2]1[CH:11]=[CH:10][CH:9]=[C:8]2[C:3]=1[CH2:4][CH2:5][CH2:6][CH:7]2[CH2:12][OH:13].Br[CH2:15][C:16]([O:18][CH2:19][CH3:20])=[O:17].[I-].[K+].C(=O)([O-])[O-].[K+].[K+]>C(#N)C>[CH2:19]([O:18][C:16]([CH2:15][O:1][C:2]1[CH:11]=[CH:10][CH:9]=[C:8]2[C:3]=1[CH2:4][CH2:5][CH2:6][CH:7]2[CH2:12][OH:13])=[O:17])[CH3:20] |f:2.3,4.5.6|. Procedure: A suspension of (5-hydroxy-1,2,3,4-tetrahydro-1-naphthyl)methanol (0.20 g), ethyl bromoacetate (0.15 ml), potassium iodide (catalytic amount) and potassium carbonate (0.20 g) in acetonitrile (10 ml) was stirred under reflux for 2.5 hours. The solvent was removed and the residue was partitioned between ether and 1N hydrochloric acid. The organic layer was washed with water and brine, dried over sodium sulfate, and evaporated in vacuo. The residue was chromatographed (n-hexane-ethyl acetate) over ... Starting materials: CN(C=CC1=C(C=CC(N1)=O)C(CC)=O)C (6-(2-dimethylaminoethenyl)-5-(n-propanoyl)-2(1H)-pyridinone), C(=N)N (formamidine), C(C)(=O)[O-].[NH4+] (ammonium acetate). Product: C(C)C1=C2C=CC(NC2=CC=N1)=O (5-ethyl-1,6-naphthyridin-2(1H)-one). RXN SMILES: C[N:2](C)[CH:3]=[CH:4][C:5]1[NH:10][C:9](=[O:11])[CH:8]=[CH:7][C:6]=1[C:12](=O)[CH2:13][CH3:14].C(N)=N.C([O-])(=O)C.[NH4+]>>[CH2:13]([C:12]1[N:2]=[CH:3][CH:4]=[C:5]2[C:6]=1[CH:7]=[CH:8][C:9](=[O:11])[NH:10]2)[CH3:14] |f:2.3|. Procedure details: The process according to claim 12 which comprises reacting 6-(2-dimethylaminoethenyl)-5-(n-propanoyl)-2(1H)-pyridinone with formamidine or ammonium acetate to produce 5-ethyl-1,6-naphthyridin-2(1H)-one. The reactants are C(C)OC(C(C1=CC=2NC3=CC=C(C=C3C2C=C1)OCC1=CC=CC=C1)C)=O (6-benzyloxy-a-methyl carbazole-2-acetic acid ethyl ester). The reagents and catalysts are [Pd] (Pd). Solvent: C(C)O (ethanol). Product: C(C)OC(C(C1=CC=2NC3=CC=C(C=C3C2C=C1)O)C)=O (6-Hydroxy-a-methyl carbazole-2-acetic acid ethyl ester). Yield: 90.5%. Reaction SMILES: [CH2:1]([O:3][C:4](=[O:28])[CH:5]([CH3:27])[C:6]1[CH:18]=[CH:17][C:16]2[C:15]3[C:10](=[CH:11][CH:12]=[C:13]([O:19]CC4C=CC=CC=4)[CH:14]=3)[NH:9][C:8]=2[CH:7]=1)[CH3:2]>[Pd].C(O)C>[CH2:1]([O:3][C:4](=[O:28])[CH:5]([CH3:27])[C:6]1[CH:18]=[CH:17][C:16]2[C:15]3[C:10](=[CH:11][CH:12]=[C:13]([OH:19])[CH:14]=3)[NH:9][C:8]=2[CH:7]=1)[CH3:2]. Reported procedure: A mixture consisting of 6-benzyloxy-a-methyl carbazole-2-acetic acid ethyl ester (7.3 g, 0.0195 mol) and ethanol (130 mL) is subjected to hydrogenation over 10% Pd/c (0.9 g) for 18 hours at 35 psi. The reaction mixture is filtered and concentrated to give 5.0 g product as a foam. Starting materials: B(O)(O)C1=C(C=C(C(=O)O)C=C1)C (4-Borono-3-methylbenzoic acid), C(C)(=O)N1CCCC2=CC(=CC=C12)OS(=O)(=O)C(F)(F)F (1-acetyl-1,2,3,4-tetrahydro-6-trifluoromethanesulphonyloxyquinoline), [Cl-].[Li+] (lithium chloride), C([O-])([O-])=O.[Na+].[Na+] (sodium carbonate). Solvent: O (water), C(OC)COC (dimethoxyethane). Yields the product C(C)(=O)N1CCCC2=CC(=CC=C12)C1=C(C=C(C(=O)O)C=C1)C (4-(1-Acetyl-1,2,3,4-tetrahydroquinolin-6-yl)-3-methylbenzoic acid). The yield is 104.0%. Reaction SMILES: B([C:4]1[CH:12]=[CH:11][C:7]([C:8]([OH:10])=[O:9])=[CH:6][C:5]=1[CH3:13])(O)O.[C:14]([N:17]1[C:26]2[C:21](=[CH:22][C:23](OS(C(F)(F)F)(=O)=O)=[CH:24][CH:25]=2)[CH2:20][CH2:19][CH2:18]1)(=[O:16])[CH3:15].[Cl-].[Li+].C(=O)([O-])[O-].[Na+].[Na+]>O.C(COC)OC>[C:14]([N:17]1[C:26]2[C:21](=[CH:22][C:23]([C:4]3[CH:12]=[CH:11][C:7]([C:8]([OH:10])=[O:9])=[CH:6][C:5]=3[CH3:13])=[CH:24][CH:25]=2)[CH2:20][CH2:19][CH2:18]1)(=[O:16])[CH3:15] |f:2.3,4.5.6|. Reported procedure: 4-Borono-3-methylbenzoic acid (D29) (220 mg, 1.2 mmol), 1-acetyl-1,2,3,4-tetrahydro-6-trifluoromethanesulphonyloxyquinoline (D41, 410 mg, 1.25 mmol), lithium chloride (150 mg, 3.6 mmol) and sodium carbonate (505 mg, 4.7 mmol) were dissolved in a mixture of water (10 ml) and dimethoxyethane (10 ml). The suspension was degassed with argon for 15 mins and then treated with tetrakis (triphenylphosphine)palladium (O) (68 mg). The reaction mixture was heated at reflux for 28 hrs, then concentrated in ... Starting materials: 2-methallylamine hydrochloride, C([O-])([O-])=O.[Na+].[Na+] (sodium carbonate), ClC1=CC=C(CO)C=C1 (4-chlorobenzyl alcohol), ClC(Cl)(OC(OC(Cl)(Cl)Cl)=O)Cl (triphosgene), C(C)N(C(C)C)C(C)C (N-ethyldiisopropylamine), C1(=CC=CC=C1)C (toluene). The solvent is O (water), O (water). Reaction conditions: time 1 hour. The product is CC(CNC(OCC1=CC=C(C=C1)Cl)=O)=C (4-chlorobenzyl N-(2-methyl-2-propenyl)carbamate). Yield: 80.0%. Reaction SMILES: [Cl:1][C:2]1[CH:9]=[CH:8][C:5]([CH2:6][OH:7])=[CH:4][CH:3]=1.ClC(Cl)(O[C:14](=[O:20])OC(Cl)(Cl)Cl)Cl.C([N:24](C(C)C)C(C)C)C.C(=O)([O-])[O-].[Na+].[Na+].[C:37]1([CH3:43])[CH:42]=CC=C[CH:38]=1>O>[CH3:43][C:37](=[CH2:38])[CH2:42][NH:24][C:14](=[O:20])[O:7][CH2:6][C:5]1[CH:8]=[CH:9][C:2]([Cl:1])=[CH:3][CH:4]=1 |f:3.4.5|. Procedure: 4-chlorobenzyl alcohol (3.00 g, 21.0 mmol) and triphosgene (3.12 g, 10.5 mmol) were dissolved in toluene (15 ml), to which N-ethyldiisopropylamine (3.6 ml, 21.0 mmol) was added while cooling in an ice-bath, and the mixture was stirred for 1 hour. The reaction mixture was poured into water, and extracted with methylene chloride twice. The extracts were combined and dried over magnesium sulfate, and then filtered. The filtrate was concentrated under a reduced pressure. A solution of 2-methallylami... Reactants: ClC=1C=CC2=C(C(NCC=3N2C(=NN3)C)=S)C1 (8-chloro-4,5-dihydro-1-methyl-6H-s-triazolo[4,3-a][1,4]benzodiazepine-6-thione), N1CCCC1 (pyrrolidine). Solvent: O (water). Yields the product ClC=1C=CC2=C(C(=NCC=3N2C(=NN3)C)N3CCCC3)C1 (8-Chloro-1-methyl-6-pyrrolidino-4H-s-triazolo[4,3-a][1,4]benzodiazepine). Yield: 51.0%. As a reaction SMILES: [Cl:1][C:2]1[CH:3]=[CH:4][C:5]2[N:11]3[C:12]([CH3:15])=[N:13][N:14]=[C:10]3[CH2:9][NH:8][C:7](=S)[C:6]=2[CH:17]=1.[NH:18]1[CH2:22][CH2:21][CH2:20][CH2:19]1>O>[Cl:1][C:2]1[CH:3]=[CH:4][C:5]2[N:11]3[C:12]([CH3:15])=[N:13][N:14]=[C:10]3[CH2:9][N:8]=[C:7]([N:18]3[CH2:22][CH2:21][CH2:20][CH2:19]3)[C:6]=2[CH:17]=1. Procedure details: A stirred mixture of 8-chloro-4,5-dihydro-1-methyl-6H-s-triazolo[4,3-a][1,4]benzodiazepine-6-thione (VIIIa)(2.65 g., 0.01 mole) and pyrrolidine (25 ml.) was refluxed under nitrogen for 10 hours, cooled, mixed with water and extracted with methylene chloride. The extract was washed with water, dried (Na2SO4) and concentrated in vacuo. The residue was dissolved in methylene chloride/ethyl acetate, decolorized with charcoal (Darco) and concentrated until the product crystallized. The product was re... Reactants: resultant mixture, FC1=C2C(NC=NC2=CC(=C1)F)=O (5,7-difluoro-3,4-dihydroquinazolin-4-one), O (Water), CC(C)([O-])C.[K+] (Potassium tert-butoxide), OC1CCOCC1 (4-hydroxytetrahydropyran), CC(C)([O-])C.[K+] (potassium tert-butoxide), CC(C)([O-])C.[K+] (potassium tert-butoxide). Run in C1CCOC1 (THF), C1CCOC1 (THF), C1CCOC1 (THF). Run at time 15 minute. Product: FC1=CC(=C2C(NC=NC2=C1)=O)OC1CCOCC1 (7-fluoro-5-tetrahydropyran-4-yloxy-3,4-dihydroquinazolin-4-one). Reaction SMILES: CC(C)([O-])C.[K+].[OH:7][CH:8]1[CH2:13][CH2:12][O:11][CH2:10][CH2:9]1.F[C:15]1[CH:24]=[C:23]([F:25])[CH:22]=[C:21]2[C:16]=1[C:17](=[O:26])[NH:18][CH:19]=[N:20]2.O>C1COCC1>[F:25][C:23]1[CH:22]=[C:21]2[C:16]([C:17](=[O:26])[NH:18][CH:19]=[N:20]2)=[C:15]([O:7][CH:8]2[CH2:13][CH2:12][O:11][CH2:10][CH2:9]2)[CH:24]=1 |f:0.1|. Procedure details: Potassium tert-butoxide (6.15 g) was added to a solution of 4-hydroxytetrahydropyran (2.94 g) in THF (40 ml) and the mixture was stirred at ambient temperature for 15 minutes. The resultant mixture was added to a stirred solution of 5,7-difluoro-3,4-dihydroquinazolin-4-one (5 g) in THF (60 ml) that was being heated to reflux. A further portion of THF (20 ml) was added and the reaction mixture was heated to reflux for 30 minutes. A second portion of potassium tert-butoxide (6.15 g) was added and ...